Dataset: the Open Reaction Database (ORD), a public repository of structured organic reaction records. Task: describe an organic reaction: reactants, conditions, products, and yield The reactants are C1(C=CC(N1)=O)=O (Maleimide), solution, C=O (formaldehyde), solution, [OH-].[Na+] (NaOH), C1(C=CC(N1)=O)=O (maleimide). Conditions: time 2 hour. Product: OCC=1C(=O)NC(C1)=O (Hydroxy Methylmaleimide). RXN SMILES: [C:1]1(=[O:7])[NH:5][C:4](=[O:6])[CH:3]=[CH:2]1.[CH2:8]=[O:9].[OH-].[Na+]>>[OH:9][CH2:8][C:2]1[C:1]([NH:5][C:4](=[O:6])[CH:3]=1)=[O:7] |f:2.3|. Procedure details: Maleimide (10 g, 0.103 mol) was added to 10 mL of a 37% solution of formaldehyde and 0.31 mL of a 5% solution of NaOH was added. Within 10 minutes all of the maleimide had dissolved and an exothermic reaction proceeded. The solution was stirred for 2 hours where white crystals were observed. The solution was placed in a freezer overnight and the resulting crystals filtered and washed with ice cold ethanol and diethyl ether. The white crystals were purified twice by sublimation. See P. O. Tawney,...